Dataset: the Open Reaction Database (ORD), a public repository of structured organic reaction records. Task: describe an organic reaction: reactants, conditions, products, and yield Reactants: C(C1=CC=CC=C1)(=O)Cl (Benzoylchloride), NC1=CC=C(C=C1)C(C(=O)O)CC (2-(4'-aminophenyl)butyric acid), N1=CC=CC=C1 (pyridine), CCOCC (ether). The solvent is C1CCOC1 (THF). As a reaction SMILES: [C:1](Cl)(=[O:8])[C:2]1[CH:7]=[CH:6][CH:5]=[CH:4][CH:3]=1.[NH2:10][C:11]1[CH:16]=[CH:15][C:14]([CH:17]([CH2:21][CH3:22])[C:18]([OH:20])=[O:19])=[CH:13][CH:12]=1.N1C=CC=CC=1.CCOCC>C1COCC1>[C:1]([NH:10][C:11]1[CH:12]=[CH:13][C:14]([CH:17]([CH2:21][CH3:22])[C:18]([OH:20])=[O:19])=[CH:15][CH:16]=1)(=[O:8])[C:2]1[CH:7]=[CH:6][CH:5]=[CH:4][CH:3]=1. Procedure: Benzoylchloride (7.84 g, 0.057 mol) was added dropwise to a solution of 2-(4'-aminophenyl)butyric acid (10.0 g, 0.057 mol) and pyridine (4.85 g, 0.061 mol) in 100 mL of THF at 0° C. After 30 minutes the ice bath was removed and the reaction warmed to room temperature. After 1 hour the suspension was diluted with 300 mL of ether, washed with 10% HCl (3×50 mL), saturated NaCl (50 mL), dried over MgSO4 and evaporated to give a brown solid. Trituration with ether afforded 7.54 g (47.7%) of the produ... Yields the product C(C1=CC=CC=C1)(=O)NC1=CC=C(C=C1)C(C(=O)O)CC (2-(4'-Benzamidophenyl)butyric acid). Isolated yield 46.7%.